From a dataset of the Open Reaction Database (ORD), a public repository of structured organic reaction records. describe an organic reaction: reactants, conditions, products, and yield Reagents/catalysts: [Ni] (nickel). Yields the product N1=CN=C2NC(=NC2=C1)C1=CC=CC=2C(C3=CC=CC=C3C12)N (4-(9H-purin-8-yl)-9H-fluorene-9(R,S)-amine). Procedure details: The procedure used in Example 6 is followed, in an autoclave, starting from 450 mg of 4-(9H-purin-8-yl)fluoren-9-one oxime (Z,E), obtained in the previous stage, in solution in a mixture of 25 ml of ethanol and 25 ml of tetrahydrofuran, in the presence of Raney activated nickel, under an initial hydrogen pressure of 1 bar, at 600 for 20 hours. After filtration of the catalyst over Celite, and concentration of the filtrate under reduced pressure, in this way, we obtain 384 mg of 4-(9H-purin-8-yl)... Conditions: time 20 hour. Reaction SMILES: [N:1]1[CH:9]=[C:8]2[C:4]([NH:5][C:6]([C:10]3[C:22]4[C:21]5[C:16](=[CH:17][CH:18]=[CH:19][CH:20]=5)[C:15](=[N:23]O)[C:14]=4[CH:13]=[CH:12][CH:11]=3)=[N:7]2)=[N:3][CH:2]=1>C(O)C.O1CCCC1.[Ni]>[N:1]1[CH:9]=[C:8]2[C:4]([NH:5][C:6]([C:10]3[C:22]4[C:21]5[C:16](=[CH:17][CH:18]=[CH:19][CH:20]=5)[CH:15]([NH2:23])[C:14]=4[CH:13]=[CH:12][CH:11]=3)=[N:7]2)=[N:3][CH:2]=1. Starting materials: N1=CN=C2NC(=NC2=C1)C1=CC=CC=2C(C3=CC=CC=C3C12)=NO (4-(9H-purin-8-yl)fluoren-9-one oxime). Run in C(C)O (ethanol), O1CCCC1 (tetrahydrofuran). The yield is 89.3%. The reactants are CC(C)(C)OC(=O)N1CC2CNCC2C1, CS(C)=O, CCN(C(C)C)C(C)C, Clc1cncc(Cl)n1, O. Yields the product CC(C)(C)OC(=O)N1CC2CN(c3cncc(Cl)n3)CC2C1. RXN SMILES: [CH2:9]1[N:10]([C:17](=[O:18])[O:19][C:20]([CH3:21])([CH3:22])[CH3:23])[CH2:11][CH:12]2[CH:13]1[CH2:14][NH:15][CH2:16]2.[CH3:33][S:34]([CH3:35])=[O:36].[CH:24]([N:25]([CH2:26][CH3:27])[CH:28]([CH3:29])[CH3:30])([CH3:31])[CH3:32].[Cl:1][c:2]1[n:3][c:4]([Cl:8])[cH:5][n:6][cH:7]1.[OH2:37]>>[c:2]1([N:15]2[CH2:14][CH:13]3[CH2:9][N:10]([C:17](=[O:18])[O:19][C:20]([CH3:21])([CH3:22])[CH3:23])[CH2:11][CH:12]3[CH2:16]2)[n:3][c:4]([Cl:8])[cH:5][n:6][cH:7]1. Reactants: S(=S)(=O)([O-])[O-].[Na+].[Na+] (Sodium thiosulfate), solution, ClC1=CC(=CC=C1)C(=O)OO (m-Chloroperbenzoic acid), C(C)(C)(C)[C@@H]1CC[C@H](CC1)OC=1C(=C2C=CC(=CC2=CC1)C1(N=C(OC1)C)CO)C(F)(F)F ({4-[6-(trans-4-tert-Butyl-cyclohexyloxy)-5-trifluoromethyl-naphthalen-2-yl]-2-methyl-4,5-dihydro-oxazol-4-yl}-methanol), C(C)N(P(OC(C)(C)C)OC(C)(C)C)CC (di-tert-butyl N,N-diethylphosphoramidite), N1N=NN=C1 (1H-tetrazole). Run in C([O-])(O)=O.[Na+] (sodium bicarbonate), O1CCCC1 (tetrahydrofuran). Conditions: time 1 hour. The product is P(=O)(OC(C)(C)C)(OC(C)(C)C)OCC1(N=C(OC1)C)C1=CC2=CC=C(C(=C2C=C1)C(F)(F)F)O[C@@H]1CC[C@H](CC1)C(C)(C)C (di-tert-butyl (4-(6-(trans-4-tert-butylcyclohexyloxy)-5-(trifluoromethyl)naphthalen-2-yl)-2-methyl-4,5-dihydrooxazol-4-yl)methyl phosphate). RXN SMILES: [C:1]([C@H:5]1[CH2:10][CH2:9][C@H:8]([O:11][C:12]2[C:13]([C:30]([F:33])([F:32])[F:31])=[C:14]3[C:19](=[CH:20][CH:21]=2)[CH:18]=[C:17]([C:22]2([CH2:28][OH:29])[CH2:26][O:25][C:24]([CH3:27])=[N:23]2)[CH:16]=[CH:15]3)[CH2:7][CH2:6]1)([CH3:4])([CH3:3])[CH3:2].C(N(CC)[P:37]([O:43][C:44]([CH3:47])([CH3:46])[CH3:45])[O:38][C:39]([CH3:42])([CH3:41])[CH3:40])C.N1C=NN=N1.ClC1C=CC=C(C(OO)=[O:63])C=1.S([O-])([O-])(=O)=S.[Na+].[Na+]>O1CCCC1.C(=O)(O)[O-].[Na+]>[P:37]([O:29][CH2:28][C:22]1([C:17]2[CH:16]=[CH:15][C:14]3[C:19](=[CH:20][CH:21]=[C:12]([O:11][C@H:8]4[CH2:7][CH2:6][C@H:5]([C:1]([CH3:2])([CH3:3])[CH3:4])[CH2:10][CH2:9]4)[C:13]=3[C:30]([F:32])([F:33])[F:31])[CH:18]=2)[CH2:26][O:25][C:24]([CH3:27])=[N:23]1)([O:38][C:39]([CH3:40])([CH3:41])[CH3:42])([O:43][C:44]([CH3:45])([CH3:46])[CH3:47])=[O:63] |f:4.5.6,8.9|. Procedure details: {4-[6-(trans-4-tert-Butyl-cyclohexyloxy)-5-trifluoromethyl-naphthalen-2-yl]-2-methyl-4,5-dihydro-oxazol-4-yl}-methanol (227 mg, 0.000490 mol) was treated with di-tert-butyl N,N-diethylphosphoramidite (545 μL, 0.00196 mol, Aldrich), 1H-tetrazole (177 mg, 0.00253 mol, ChemPacific) in tetrahydrofuran (10.0 mL, Aldrich) overnight. m-Chloroperbenzoic acid (570 mg, 0.00198 mol) was added to a cooled solution (ice bath) and the reaction was stirred at room temperature for 1 hour. Sodium thiosulfate was... Starting materials: N(=[N+]=[N-])C1COC2C1OCC2N2C(C1=CC=CC=C1C2=O)=O (2-(6-azidohexahydrofuro[3,2-b]furan-3-yl)isoindoline-1,3-dione). The reagents and catalysts are [OH-].[OH-].[Pd+2] (Pd(OH)2/C). The solvent is CO (MeOH). Run at time 8 hour. The product is NC1COC2C1OCC2N2C(C1=CC=CC=C1C2=O)=O (2-(6-aminohexahydrofuro[3,2-b]furan-3-yl)isoindoline-1,3-dione). As a reaction SMILES: [N:1]([CH:4]1[CH:8]2[O:9][CH2:10][CH:11]([N:12]3[C:20](=[O:21])[C:19]4[C:14](=[CH:15][CH:16]=[CH:17][CH:18]=4)[C:13]3=[O:22])[CH:7]2[O:6][CH2:5]1)=[N+]=[N-]>CO.[OH-].[OH-].[Pd+2]>[NH2:1][CH:4]1[CH:8]2[O:9][CH2:10][CH:11]([N:12]3[C:20](=[O:21])[C:19]4[C:14](=[CH:15][CH:16]=[CH:17][CH:18]=4)[C:13]3=[O:22])[CH:7]2[O:6][CH2:5]1 |f:2.3.4|. Procedure details: To a solution of 2-(6-azidohexahydrofuro[3,2-b]furan-3-yl)isoindoline-1,3-dione (crude product from above step) in MeOH (70 mL) was added 10% Pd(OH)2/C (240 mg, 0.17 mmol). The mixture was stirred at room temperature overnight under H2 atmosphere. The mixture was filtered, and the filtrate was concentrated in vacuo to give the crude product. The residue was used for the next step without further purification. Procedure details: N1-phenyl-4-methoxy-8-nitro-dibenzo[b,d]furan-1-carboxamide (100 mg) (from step 1) was reduced using raney nickel (100 mg) in methanol (40 ml) and DMF (10 ml) in the presence of hydrazine hydrate (0.5 ml) under gentle reflux for 1 h. The reaction mixture was filtered through celite and the filterate was concentrated in vaccuo. The residue was triturated with water, to obtain a solid which was filtered dried to give the product as white solid (90 mg). Reaction SMILES: [C:1]1([NH:7][C:8]([C:10]2[C:18]3[C:17]4[CH:19]=[C:20]([N+:23]([O-])=O)[CH:21]=[CH:22][C:16]=4[O:15][C:14]=3[C:13]([O:26][CH3:27])=[CH:12][CH:11]=2)=[O:9])[CH:6]=[CH:5][CH:4]=[CH:3][CH:2]=1.O.NN>[Ni].CO.CN(C=O)C>[C:1]1([NH:7][C:8]([C:10]2[C:18]3[C:17]4[CH:19]=[C:20]([NH2:23])[CH:21]=[CH:22][C:16]=4[O:15][C:14]=3[C:13]([O:26][CH3:27])=[CH:12][CH:11]=2)=[O:9])[CH:6]=[CH:5][CH:4]=[CH:3][CH:2]=1 |f:1.2|. Run in CO (methanol), CN(C)C=O (DMF). The reagents and catalysts are [Ni] (raney nickel). Reactants: C1(=CC=CC=C1)NC(=O)C1=CC=C(C=2OC3=C(C21)C=C(C=C3)[N+](=O)[O-])OC (N1-phenyl-4-methoxy-8-nitro-dibenzo[b,d]furan-1-carboxamide), O.NN (hydrazine hydrate). Yields the product C1(=CC=CC=C1)NC(=O)C1=CC=C(C=2OC3=C(C21)C=C(C=C3)N)OC (N1-phenyl-4-methoxy-8-amino-dibenzo[b,d]furan-1-carboxamide). Isolated yield 98.1%. Reactants: CC(Br)Br, C[SiH](C)C, [Cl-], Clc1cc(Cl)ncn1, Fc1ccc(CBr)c(F)c1, C1CCOC1, O, [Zn]. Yields the product Fc1ccc(Cc2cc(Cl)ncn2)c(F)c1. RXN SMILES: [Br:1][CH:2]([Br:3])[CH3:4].[CH3:6][SiH:7]([CH3:8])[CH3:9].[Cl-:5].[Cl:20][c:21]1[n:22][cH:23][n:24][c:25]([Cl:27])[cH:26]1.[F:10][c:11]1[c:12]([CH2:13][Br:14])[cH:15][cH:16][c:17]([F:19])[cH:18]1.[O:28]1[CH2:29][CH2:30][CH2:31][CH2:32]1.[OH2:34].[Zn:33]>>[F:10][c:11]1[c:12]([CH2:13][c:25]2[n:24][cH:23][n:22][c:21]([Cl:20])[cH:26]2)[cH:15][cH:16][c:17]([F:19])[cH:18]1. Starting materials: N1=CC=C(C=C1)COC1=CC=C(C=C1)CC(C)=O (1-[4-(4-pyridylmethyloxy)phenyl)propan-2-one), OC(CN)C1=CC(=CC=C1)Cl (2-hydroxy-2-(3-chlorophenyl)ethanamine), O (water). Run in C1=CC=CC=C1 (benzene). Conditions: time 1 hour. The product is ClC=1C=C(C=CC1)C(O)CNC(CC1=CC=C(C=C1)OCC1=CC=NC=C1)C (3-chloro-α-[[[2-[4-[4-pyridylmethyloxy)phenyl]-1-methylethyl]amino]methyl]benzenemethanol). As a reaction SMILES: [N:1]1[CH:6]=[CH:5][C:4]([CH2:7][O:8][C:9]2[CH:14]=[CH:13][C:12]([CH2:15][C:16](=O)[CH3:17])=[CH:11][CH:10]=2)=[CH:3][CH:2]=1.[OH:19][CH:20]([C:23]1[CH:28]=[CH:27][CH:26]=[C:25]([Cl:29])[CH:24]=1)[CH2:21][NH2:22].O>C1C=CC=CC=1>[Cl:29][C:25]1[CH:24]=[C:23]([CH:20]([CH2:21][NH:22][CH:16]([CH3:17])[CH2:15][C:12]2[CH:13]=[CH:14][C:9]([O:8][CH2:7][C:4]3[CH:5]=[CH:6][N:1]=[CH:2][CH:3]=3)=[CH:10][CH:11]=2)[OH:19])[CH:28]=[CH:27][CH:26]=1. Procedure details: A mixture of 1-[4-(4-pyridylmethyloxy)phenyl)propan-2-one (2.5 g) and 2-hydroxy-2-(3-chlorophenyl)ethanamine (1.78 g) in benzene (100 ml) was boiled under reflux with azeotropic removal of water until the reaction was complete. The solvent was evaporated, the residue dissolved in methanol (150 ml), cooled in an ice bath and treated with sodium borohydride (1.0 g). After stirring for 1 hour the methanol was evaporated, the residue partitioned between ethyl acetate and water, the washed organic ph... Reactants: CC=1C(=NC=C(C1)C)N1CCN(CC1)C(=O)C=1C=NC(=C(C1)C)F ([4-(3,5-dimethylpyridin-2-yl)piperazin-1-yl](6-fluoro-5-methylpyridin-3-yl)methanone), O1C(NCC1)=O (oxazolidin-2-one). Product: CC=1C(=NC=C(C1)C)N1CCN(CC1)C(=O)C=1C=C(C(=NC1)N1C(OCC1)=O)C (3-{5-[4-(3,5-dimethylpyridin-2-yl)piperazine-1-carbonyl]-3-methylpyridin-2-yl}-oxazolidin-2-one). Isolated yield 38.5%. Reaction SMILES: [CH3:1][C:2]1[C:3]([N:9]2[CH2:14][CH2:13][N:12]([C:15]([C:17]3[CH:18]=[N:19][C:20](F)=[C:21]([CH3:23])[CH:22]=3)=[O:16])[CH2:11][CH2:10]2)=[N:4][CH:5]=[C:6]([CH3:8])[CH:7]=1.[O:25]1[CH2:29][CH2:28][NH:27][C:26]1=[O:30]>>[CH3:1][C:2]1[C:3]([N:9]2[CH2:14][CH2:13][N:12]([C:15]([C:17]3[CH:22]=[C:21]([CH3:23])[C:20]([N:27]4[CH2:28][CH2:29][O:25][C:26]4=[O:30])=[N:19][CH:18]=3)=[O:16])[CH2:11][CH2:10]2)=[N:4][CH:5]=[C:6]([CH3:8])[CH:7]=1. Reported procedure: By reaction and treatment in the same manner as in Example 240 and using [4-(3,5-dimethylpyridin-2-yl)piperazin-1-yl](6-fluoro-5-methylpyridin-3-yl)methanone (529 mg) described in Preparation Example 148 and oxazolidin-2-one (281 mg), the title compound (245 mg) was obtained.